From a dataset of the Open Reaction Database (ORD), a public repository of structured organic reaction records. describe an organic reaction: reactants, conditions, products, and yield Reactants: C(C1=CC=CC=C1)N1C(CC2=CC=CC=C12)=O (N-Benzyl-oxindole), FC=1C=C2C(C(N(C2=CC1)CC1=CC=CC=C1)=O)=O (5-fluoro-N-benzylisatin), CCOCC (Et2O). Run in CCCCCC (hexane). Yields the product C(C1=CC=CC=C1)N1C(CC2=CC(=CC=C12)F)=O (1-Benzyl-5-fluoroindolin-2-one). Isolated yield 75.2%. Reaction SMILES: C(N1C2C(=CC=CC=2)CC1=O)C1C=CC=CC=1.[F:18][C:19]1[CH:20]=[C:21]2[C:25](=[CH:26][CH:27]=1)[N:24]([CH2:28][C:29]1[CH:34]=[CH:33][CH:32]=[CH:31][CH:30]=1)[C:23](=[O:35])[C:22]2=O.CCOCC>CCCCCC>[CH2:28]([N:24]1[C:25]2[C:21](=[CH:20][C:19]([F:18])=[CH:27][CH:26]=2)[CH2:22][C:23]1=[O:35])[C:29]1[CH:34]=[CH:33][CH:32]=[CH:31][CH:30]=1. Reported procedure: The title compound was prepared in a manner similar to the method of N-Benzyl-oxindole using 5-fluoro-N-benzylisatin (14.5 g, 56.8 mmol). Trituration using Et2O: hexane yielded the title compound as a pale yellow solid (10.3 g, 75%). 1H NMR (400 MHz, CDCl3) δ 7.30-7.26 (m, 5H), 7.00 (d, J=7.6 Hz, 1H), 6.87 (t, 1H), 6.63 (m, 1H), 4.91 (s, 2H), 3.63 (s, 2H); MS ESI 241.9 [M+H]+, calcd for [C15H10FNO2+H]+ 241.09.